This data is from the Open Reaction Database (ORD), a public repository of structured organic reaction records. The task is: describe an organic reaction: reactants, conditions, products, and yield Starting materials: C(C(=O)O)(=O)O.NCC(C)O (1-amino-2-propanol oxalate), CI (methyl iodide), N1=CC=CC=C1 (pyridine), C(=S)=S (carbon disulfide). The solvent is C(C)N(CC)CC (triethylamine). Reaction conditions: time 1 hour. The product is OC(CNC(SC)=S)C (methyl N-(2-hydroxypropyl)dithiocarbamate). RXN SMILES: C(O)(=O)C(O)=O.[NH2:7][CH2:8][CH:9]([OH:11])[CH3:10].N1C=CC=CC=1.[C:18](=[S:20])=[S:19].[CH3:21]I>C(N(CC)CC)C>[OH:11][CH:9]([CH3:10])[CH2:8][NH:7][C:18](=[S:20])[S:19][CH3:21] |f:0.1|. Procedure details: 40 G (0.242 mmole) of 1-amino-2-propanol oxalate was suspended in 180 ml. of pyridine and 101 g. of triethylamine was added. The mixture was stirred mechanically for 1 hour, there cooled to 0° and 38 g. of carbon disulfide (0.5 mole) was added dropwise. After 2 hours at 0° C., 36 g. of methyl iodide (0.254 mole) was added dropwise and almost all solids dissolved. The mixture was stored in a refrigerator overnight (0°-5° C.). The mixture was poured into 2.4 l. of 3 N H2SO4 and extracted with ethe... The reactants are CC(C)([O-])C.[K+] (potassium tert-butoxide), Cl (hydrochloric acid), C1(=CC=C(C=C1)C#CC1=CC=C(C=C1)C1CCC(CC1)C=O)C (4-(4-p-tolylethynylphenyl)cyclohexanecarbaldehyde), C1CCOC1 (THF), O (water). The reagents and catalysts are [Br-].C(C)[P+](C1=CC=CC=C1)(C1=CC=CC=C1)C1=CC=CC=C1 (ethyltriphenylphosphonium bromide). Conditions: time 8 hour. The product is C(=CC)C1CCC(CC1)C1=CC=C(C=C1)C#CC1=CC=C(C=C1)C (1-propenyl-4-(4-p-tolylethynylphenyl)cyclohexane). Reaction SMILES: [C:1]1([CH3:23])[CH:6]=[CH:5][C:4]([C:7]#[C:8][C:9]2[CH:14]=[CH:13][C:12]([CH:15]3[CH2:20][CH2:19]C(C=O)[CH2:17][CH2:16]3)=[CH:11][CH:10]=2)=[CH:3][CH:2]=1.CC(C)([O-])C.[K+].O.Cl.[CH2:32]1[CH2:36]O[CH2:34][CH2:33]1>[Br-].C([P+](C1C=CC=CC=1)(C1C=CC=CC=1)C1C=CC=CC=1)C>[CH:32]([CH:36]1[CH2:19][CH2:20][CH:15]([C:12]2[CH:13]=[CH:14][C:9]([C:8]#[C:7][C:4]3[CH:3]=[CH:2][C:1]([CH3:23])=[CH:6][CH:5]=3)=[CH:10][CH:11]=2)[CH2:16][CH2:17]1)=[CH:33][CH3:34] |f:1.2,6.7|. Procedure: 14.03 g of 4-(4-p-tolylethynylphenyl)cyclohexanecarbaldehyde were dissolved in 100 ml of THF, and 15.22 g of ethyltriphenylphosphonium bromide were added quickly under a nitrogen atmosphere. 4.6 g of potassium tert-butoxide were then added in portions. The suspension was stirred overnight at RT, then poured into water and neutralized using 2 N hydrochloric acid solution. Conventional work-up gave 1-propenyl-4-(4-p-tolylethynylphenyl)cyclohexane as an E/Z isomer mixture. Starting materials: O.[OH-].[Li+] (Lithium hydroxide monohydrate), O (water), C(C)OC(=O)C=1C=NN(C1)C1=NC2=CC3=C(C=C2C(N1)=O)OCCO3 (1-(4-oxo-3,4,7,8-tetrahydro-[1,4]dioxino[2,3-g]quinazolin-2-yl)-1H-pyrazole-4-carboxylic acid ethyl ester). Solvent: C1CCOC1 (THF). Conditions: time 18 hour. Product: O=C1NC(=NC2=CC3=C(C=C12)OCCO3)N3N=CC(=C3)C(=O)O (1-(4-oxo-3,4,7,8-tetrahydro-[1,4]dioxino[2,3-g]quinazolin-2-yl)-1H-pyrazole-4-carboxylic acid). Yield: 75.8%. As a reaction SMILES: O.[OH-].[Li+].O.C([O:7][C:8]([C:10]1[CH:11]=[N:12][N:13]([C:15]2[NH:24][C:23](=[O:25])[C:22]3[C:17](=[CH:18][C:19]4[O:29][CH2:28][CH2:27][O:26][C:20]=4[CH:21]=3)[N:16]=2)[CH:14]=1)=[O:9])C>C1COCC1>[O:25]=[C:23]1[C:22]2[C:17](=[CH:18][C:19]3[O:29][CH2:28][CH2:27][O:26][C:20]=3[CH:21]=2)[N:16]=[C:15]([N:13]2[CH:14]=[C:10]([C:8]([OH:9])=[O:7])[CH:11]=[N:12]2)[NH:24]1 |f:0.1.2|. Reported procedure: Lithium hydroxide monohydrate (28.7 mg, 0.684 mmol) and water (0.29 mL) were added to 1-(4-oxo-3,4,7,8-tetrahydro-[1,4]dioxino[2,3-g]quinazolin-2-yl)-1H-pyrazole-4-carboxylic acid ethyl ester (78.0 mg, 0.228 mmol) in THF (0.85 mL). The reaction mixture was stirred at room temperature for 18 h and was then concentrated and the residue re-dissolved in water (5 mL). This solution was brought to pH 1 with 1M aqueous HCl. The resulting precipitate was collected and dried to yield the titled compound ... Starting materials: C(#N)C=1C=C(C=CC1)C=1C(NN=CC1)=O (3-cyanophenylpyridazinone), N(=NC(=O)OC(C)(C)C)C(=O)OC(C)(C)C (di-tert-butyl azodicarboxylate), ice H2O, N#N (N2), [Cl-].[Cl-].[Ca+2] (CaCl2), CN(CCCOC=1C=NC(=NC1)C=1C=C(C=CC1)C(C)O)C (1-{3-[5-(3-dimethylaminopropoxy)-pyrimidin-2-yl]phenyl}ethanol), C1(=CC=CC=C1)P(C1=CC=CC=C1)C1=CC=CC=C1 (triphenylphosphine). Run in CO (methanol), C1CCOC1 (THF), CN(C)C=O (DMF). Conditions: time 30 minute. Yields the product CN(CCCOC=1C=NC(=NC1)C=1C=C(C=CC1)C(C)N1N=C(C=CC1=O)C=1C=C(C#N)C=CC1)C (3-[1-(1-{3-[5-(3-dimethylaminopropoxy)pyrimidin-2-yl]-phenyl}ethyl)-6-oxo-1,6-dihydropyridazin-3-yl]benzonitrile). As a reaction SMILES: [C:1]([C:3]1[CH:4]=[C:5]([C:9]2C(=O)NN=[CH:13][CH:14]=2)[CH:6]=[CH:7][CH:8]=1)#[N:2].N#N.[Cl-].[Cl-].[Ca+2].[CH3:21][N:22]([CH3:42])[CH2:23][CH2:24][CH2:25][O:26][C:27]1[CH:28]=[N:29][C:30]([C:33]2[CH:34]=[C:35]([CH:39](O)[CH3:40])[CH:36]=[CH:37][CH:38]=2)=[N:31][CH:32]=1.C1(P(C2C=CC=CC=2)C2C=CC=CC=2)C=CC=CC=1.[N:62]([C:71](OC(C)(C)C)=[O:72])=[N:63]C(OC(C)(C)C)=O>CO.CN(C=O)C.C1COCC1>[CH3:21][N:22]([CH3:42])[CH2:23][CH2:24][CH2:25][O:26][C:27]1[CH:28]=[N:29][C:30]([C:33]2[CH:34]=[C:35]([CH:39]([N:62]3[C:71](=[O:72])[CH:13]=[CH:14][C:9]([C:5]4[CH:4]=[C:3]([CH:8]=[CH:7][CH:6]=4)[C:1]#[N:2])=[N:63]3)[CH3:40])[CH:36]=[CH:37][CH:38]=2)=[N:31][CH:32]=1 |f:2.3.4|. Procedure details: 197 mg of 3-cyanophenylpyridazinone (1.00 mmol) is suspended in a mixture of 5 ml of abs. THF and 1 ml of abs. DMF in an N2-flushed apparatus with CaCl2 protection, 301 mg of 1-{3-[5-(3-dimethylaminopropoxy)-pyrimidin-2-yl]phenyl}ethanol (1.00 mmol) and 500 mg of polymer-bound triphenylphosphine (1.5 mmol) are added, the mixture is stirred at RT for 30 min, 345 mg of di-tert-butyl azodicarboxylate (1.5 mmol) are subsequently added with ice/H2O cooling and stirring, and the mixture is stirred at ... Product: O=[N+]([O-])c1cc(Br)cc2c1NCC2. Starting materials: CC(=O)N1CCc2cc(Br)cc([N+](=O)[O-])c21, CCO, Cl, [Na+], [Na+], O=C([O-])[O-]. RXN SMILES: [C:1](=[O:2])([CH3:3])[N:4]1[CH2:5][CH2:6][c:7]2[cH:8][c:9]([Br:16])[cH:10][c:11]([N+:13](=[O:14])[O-:15])[c:12]21.[CH3:24][CH2:25][OH:26].[ClH:17].[Na+:18].[Na+:19].[O-:20][C:21](=[O:22])[O-:23]>>[NH:4]1[CH2:5][CH2:6][c:7]2[cH:8][c:9]([Br:16])[cH:10][c:11]([N+:13](=[O:14])[O-:15])[c:12]21. Reactants: C1CCOC1 (THF), BrC=1SC=CC1CC(CCCCCCCC)CCCCCC (2-bromo-3-(2-hexyldecyl)thiophene), Cl (hydrochloric acid), [Mg] (Magnesium), C1CCOC1 (THF), C1CCOC1 (THF). Run in CN(C)C=O (DMF). Conditions: temperature 0 celsius, time 3 hour. The product is C(CCCCC)C(CC1=C(SC=C1)C=O)CCCCCCCC (3-(2-hexyldecyl)-2thiophenaldehyde), oil. The yield is 69.0%. Reaction SMILES: [Mg].C1C[O:5][CH2:4]C1.Br[C:8]1[S:9][CH:10]=[CH:11][C:12]=1[CH2:13][CH:14]([CH2:23][CH2:24][CH2:25][CH2:26][CH2:27][CH3:28])[CH2:15][CH2:16][CH2:17][CH2:18][CH2:19][CH2:20][CH2:21][CH3:22].Cl>CN(C=O)C>[CH2:23]([CH:14]([CH2:15][CH2:16][CH2:17][CH2:18][CH2:19][CH2:20][CH2:21][CH3:22])[CH2:13][C:12]1[CH:11]=[CH:10][S:9][C:8]=1[CH:4]=[O:5])[CH2:24][CH2:25][CH2:26][CH2:27][CH3:28]. Procedure: Magnesium (345 mg, 14.2 mmol) was added to a flask and put under a nitrogen atmosphere after sufficient deaeration. THF (10 ml) was added, and 2-bromo-3-(2-hexyldecyl)thiophene (A2) (5 g, 12.9 mmol) was dropped while refluxing THF. After the dropping, refluxing was similarly performed for three hours. THF (40 ml) was then added, and the flask was cooled to 0° C. DMF (10 ml) was dropped, and the temperature was increased to room temperature. The mixture was then stirred overnight. To the reaction... The reactants are C(=C)C1=CC=NC=C1 (4-vinylpyridine), C(=C)C1=C(C=CC=C1)C=C (divinylbenzene), C(C1=CC=CC=C1)(=O)OOC(C1=CC=CC=C1)=O (dibenzoylperoxide). Product: C=CC1=CC=C(C=C1)O.C(=C)C1=C(C=CC=C1)C=C (4-VP DVB). Reaction SMILES: [CH:1]([C:3]1[CH:8]=[CH:7]N=[CH:5][CH:4]=1)=[CH2:2].[CH:9]([C:11]1[CH:16]=[CH:15][CH:14]=[CH:13][C:12]=1[CH:17]=[CH2:18])=[CH2:10].[C:19](OOC(=O)C1C=CC=CC=1)(=[O:26])C1C=CC=CC=1>>[CH2:2]=[CH:1][C:3]1[CH:8]=[CH:7][C:19]([OH:26])=[CH:5][CH:4]=1.[CH:9]([C:11]1[CH:16]=[CH:15][CH:14]=[CH:13][C:12]=1[CH:17]=[CH2:18])=[CH2:10] |f:3.4|. Procedure: A 120×120 mm asbestos paper of the 0.025" L/FX36" type manufactured by John Mansville Co. was soaked with a mixture having the following molar composition: 66% of styrene (ST), 34% of divinylbenzene (DVB) and 1% (molar with respect to the total moles of monomers) of dibenzoylperoxide. The paper was then placed in a Teflon-lined press and held at 80° C. for 1 hour at a pressure of 0.5 kg/cm2 to produce a fluid-impervious sheet with a ST/DVB polymer load of 65% by weight. One side thereof was then...